This data is from the Open Reaction Database (ORD), a public repository of structured organic reaction records. The task is: describe an organic reaction: reactants, conditions, products, and yield The reactants are BrB(Br)Br, O=C([O-])O, COc1ccc(-n2ccn(-c3ccc(Oc4ccccc4)cc3)c2=O)cc1, ClCCl, [Na+]. Product: O=c1n(-c2ccc(O)cc2)ccn1-c1ccc(Oc2ccccc2)cc1. RXN SMILES: [B:1]([Br:2])([Br:3])[Br:4].[C:32](=[O:33])([OH:34])[O-:35].[CH3:5][O:6][c:7]1[cH:8][cH:9][c:10](-[n:13]2[c:14](=[O:31])[n:15](-[c:18]3[cH:19][cH:20][c:21]([O:24][c:25]4[cH:26][cH:27][cH:28][cH:29][cH:30]4)[cH:22][cH:23]3)[cH:16][cH:17]2)[cH:11][cH:12]1.[Cl:37][CH2:38][Cl:39].[Na+:36]>>[OH:6][c:7]1[cH:8][cH:9][c:10](-[n:13]2[c:14](=[O:31])[n:15](-[c:18]3[cH:19][cH:20][c:21]([O:24][c:25]4[cH:26][cH:27][cH:28][cH:29][cH:30]4)[cH:22][cH:23]3)[cH:16][cH:17]2)[cH:11][cH:12]1. Starting materials: CCO, Cl, [Na+], CC(C)(C)OC(=O)NC1Cc2cccc(N3CCCC3=O)c2N(Cc2ccsc2)C1=O, [OH-]. The product is NC1Cc2cccc(N3CCCC3=O)c2N(Cc2ccsc2)C1=O. RXN SMILES: [CH3:35][CH2:36][OH:37].[ClH:32].[Na+:34].[O:1]=[C:2]1[N:3]([CH2:26][c:27]2[cH:28][s:29][cH:30][cH:31]2)[c:4]2[c:5]([N:20]3[C:21](=[O:25])[CH2:22][CH2:23][CH2:24]3)[cH:6][cH:7][cH:8][c:9]2[CH2:10][CH:11]1[NH:12][C:13](=[O:14])[O:15][C:16]([CH3:17])([CH3:18])[CH3:19].[OH-:33]>>[O:1]=[C:2]1[N:3]([CH2:26][c:27]2[cH:28][s:29][cH:30][cH:31]2)[c:4]2[c:5]([N:20]3[C:21](=[O:25])[CH2:22][CH2:23][CH2:24]3)[cH:6][cH:7][cH:8][c:9]2[CH2:10][CH:11]1[NH2:12]. Reactants: ClC1=C(C=O)C(=CC=C1)Cl (2,6-Dichlorobenzaldehyde), [N+](=O)([O-])C (nitromethane). Yields the product NCC(C1=C(C=CC=C1Cl)Cl)O (1-amino-2-hydroxy-2-(2,6-dichlorophenyl) ethane). As a reaction SMILES: [Cl:1][C:2]1[CH:9]=[CH:8][CH:7]=[C:6]([Cl:10])[C:3]=1[CH:4]=[O:5].[N+:11]([CH3:14])([O-])=O>>[NH2:11][CH2:14][CH:4]([OH:5])[C:3]1[C:2]([Cl:1])=[CH:9][CH:8]=[CH:7][C:6]=1[Cl:10]. Procedure: The method of Schoenenberger, Archiv. der Pharmazie, 1975, 308(9), 717-719 can be employed. 2,6-Dichlorobenzaldehyde can be reacted with nitromethane and base, followed by reduction of the aliphatic nitro group to yield 1-amino-2-hydroxy-2-(2,6-dichlorophenyl) ethane. This substance can be reacted with 4-nitrobenzaldehyde to yield a mixture of cis-(±) and trans-(±)-5-(2,6-dichlorophenyl)-2-(4-nitrophenyl)-1,3-oxazolidines. The nitrophenyl group can be reduced with tin (II) dichloride or iron pow... The reactants are COC(=O)c1csc(NC(=O)C(Cc2ccc([N+](=O)[O-])cc2)N2C(=O)NC(c3ccc(OC)cc3)C2=O)n1, CO, CN(C)C=O, [Cl-], [NH4+], C1CCOC1, O, [Zn]. Yields the product COC(=O)c1csc(NC(=O)C(Cc2ccc(N)cc2)N2C(=O)NC(c3ccc(OC)cc3)C2=O)n1. As a reaction SMILES: [CH3:1][O:2][C:3](=[O:4])[c:5]1[n:6][c:7]([NH:10][C:11]([CH:12]([CH2:13][c:14]2[cH:15][cH:16][c:17]([N+:20]([O-:21])=[O:22])[cH:18][cH:19]2)[N:23]2[C:24](=[O:37])[NH:25][CH:26]([c:29]3[cH:30][cH:31][c:32]([O:35][CH3:36])[cH:33][cH:34]3)[C:27]2=[O:28])=[O:38])[s:8][cH:9]1.[CH3:41][OH:42].[CH3:48][N:49]([CH3:50])[CH:51]=[O:52].[Cl-:39].[NH4+:40].[O:43]1[CH2:44][CH2:45][CH2:46][CH2:47]1.[OH2:53].[Zn:54]>>[CH3:1][O:2][C:3](=[O:4])[c:5]1[n:6][c:7]([NH:10][C:11]([CH:12]([CH2:13][c:14]2[cH:15][cH:16][c:17]([NH2:20])[cH:18][cH:19]2)[N:23]2[C:24](=[O:37])[NH:25][CH:26]([c:29]3[cH:30][cH:31][c:32]([O:35][CH3:36])[cH:33][cH:34]3)[C:27]2=[O:28])=[O:38])[s:8][cH:9]1. The reactants are C(C)C1C(CC(C(C(OC(C2CCCCN2C(C(C2(C(CC(C(C(CC(C(C(=C1)C)F)C)OC)O2)OC)C)O)=O)=O)=O)C(=CC2CC(C(CC2)O[Si](C)(C)C(C)(C)C)OC)C)C)O[Si](C)(C)C(C)(C)C)=O (17-ethyl-20-fluoro-1-hydroxy-14-(tert-butlydimethylsiloxy)-12-[2'-(4"-(tert-butyldimethylsiloxy)-3"-methoxycyclohexyl)-1'-methylvinyl]-23,25-dimethoxy-13,19,21,27-tetramethyl-11,28-dioxa-4-azatricyclo[22.3.1.04,9 ]octacos-18-ene-2,3,10,16-tetraone), C1=CC=NC=C1.F (HF-pyridine), C([O-])(O)=O.[Na+] (sodium bicarbonate), C(C(C)[*:2])[*:1] (polypropylene). Solvent: O1CCCC1 (tetrahydrofuran), O1CCCC1 (tetrahydrofuran). Reaction conditions: time 28 hour. Product: C(C)C1C(CC(C(C(OC(C2CCCCN2C(C(C2(C(CC(C(C(CC(C(C(=C1)C)F)C)OC)O2)OC)C)O)=O)=O)=O)C(=CC2CC(C(CC2)O)OC)C)C)O)=O (17-Ethyl-20-fluoro-1,14-dihydroxy-12-[2'-(4"-hydroxy-3"-methoxycyclohexyl)-1'-methylvinyl]-23,25-dimethoxy-13,19,21,27-tetramethyl-11,28-dioxa-4-azatricyclo[22.3.1.04,9 ]octacos-18-ene-2,3,10,16-tetraone). The yield is 76.9%. Reaction SMILES: [CH2:1]([CH:3]1[CH:29]=[C:28]([CH3:30])[CH:27]([F:31])[CH:26]([CH3:32])[CH2:25][CH:24]([O:33][CH3:34])[CH:23]2[O:35][C:19]([OH:39])([CH:20]([CH3:38])[CH2:21][CH:22]2[O:36][CH3:37])[C:18](=[O:40])[C:17](=[O:41])[N:16]2[CH:11]([CH2:12][CH2:13][CH2:14][CH2:15]2)[C:10](=[O:42])[O:9][CH:8]([C:43]([CH3:61])=[CH:44][CH:45]2[CH2:50][CH2:49][CH:48]([O:51][Si](C(C)(C)C)(C)C)[CH:47]([O:59][CH3:60])[CH2:46]2)[CH:7]([CH3:62])[CH:6]([O:63][Si](C(C)(C)C)(C)C)[CH2:5][C:4]1=[O:71])[CH3:2].C1C=CN=CC=1.F.C(=O)(O)[O-].[Na+]>O1CCCC1>[CH2:1]([CH:3]1[CH:29]=[C:28]([CH3:30])[CH:27]([F:31])[CH:26]([CH3:32])[CH2:25][CH:24]([O:33][CH3:34])[CH:23]2[O:35][C:19]([OH:39])([CH:20]([CH3:38])[CH2:21][CH:22]2[O:36][CH3:37])[C:18](=[O:40])[C:17](=[O:41])[N:16]2[CH:11]([CH2:12][CH2:13][CH2:14][CH2:15]2)[C:10](=[O:42])[O:9][CH:8]([C:43]([CH3:61])=[CH:44][CH:45]2[CH2:50][CH2:49][CH:48]([OH:51])[CH:47]([O:59][CH3:60])[CH2:46]2)[CH:7]([CH3:62])[CH:6]([OH:63])[CH2:5][C:4]1=[O:71])[CH3:2] |f:1.2,3.4|. Procedure details: To a solution of 17-ethyl-20-fluoro-1-hydroxy-14-(tert-butlydimethylsiloxy)-12-[2'-(4"-(tert-butyldimethylsiloxy)-3"-methoxycyclohexyl)-1'-methylvinyl]-23,25-dimethoxy-13,19,21,27-tetramethyl-11,28-dioxa-4-azatricyclo[22.3.1.04,9 ]octacos-18-ene-2,3,10,16-tetraone (10 mg) in tetrahydrofuran (0.6 ml) contained in a polypropylene vial was added 40 μl of an HF-pyridine solution in tetrahydrofuran, and the mixture was stirred at room temperature. After 28 hours, the mixture was added to a saturated ... The reactants are NCC(C)=O (aminoacetone), C(C1=CN=CC=C1)(=O)Cl (nicotinoyl chloride). Run in ClCCl (dichloromethane). Run at time 8 hour. The product is C(C)(=O)CNC(C1=CN=CC=C1)=O (N-Acetylmethyl-nicotinamide). Reaction SMILES: [NH2:1][CH2:2][C:3](=[O:5])[CH3:4].[C:6](Cl)(=[O:13])[C:7]1[CH:12]=[CH:11][CH:10]=[N:9][CH:8]=1>ClCCl>[C:3]([CH2:2][NH:1][C:6](=[O:13])[C:7]1[CH:12]=[CH:11][CH:10]=[N:9][CH:8]=1)(=[O:5])[CH3:4]. Procedure: To a suspension of 40 g (0.370 mol) of aminoacetone in 500 ml of dry dichloromethane, 50 g (0.350 mol) of nicotinoyl chloride was added dropwise at room temperature under a nitrogen atmosphere. The mixture was refluxed 5 h followed by stirring overnight at room temperature. The colorless precipitate was collected by filtration and dissolved in 400 ml of water. After basification with ammonia the aqueous solution was extracted with 3×400 ml of dichloromethane. The combined organic phases were tre... The reactants are CC(C)(C)P(c1ccccc1-c1ccccc1)C(C)(C)C, C1COCCN1, CC(C)(C)[O-], Cc1ccccc1, ClC(Cl)Cl, Cc1cc(Cl)cc(NC2CN(C(=O)Cc3ccc(OC(F)(F)F)cc3)CC2O)n1, NN1CCCC1, [Na+], CC(=O)[O-], CC(=O)[O-], [Pd+2]. Yields the product Cc1cc(N2CCOCC2)cc(NC2CN(C(=O)Cc3ccc(OC(F)(F)F)cc3)CC2O)n1. Reaction SMILES: [C:48]([P:49]([C:50]([CH3:51])([CH3:52])[CH3:53])[c:54]1[cH:55][cH:56][cH:57][cH:58][c:59]1-[c:60]1[cH:61][cH:62][cH:63][cH:64][cH:65]1)([CH3:66])([CH3:67])[CH3:68].[CH2:36]1[CH2:37][O:38][CH2:39][CH2:40][NH:41]1.[CH3:42][C:43]([CH3:44])([O-:45])[CH3:46].[CH3:82][c:83]1[cH:84][cH:85][cH:86][cH:87][cH:88]1.[CH:69]([Cl:70])([Cl:71])[Cl:72].[Cl:7][c:8]1[cH:9][c:10]([NH:15][CH:16]2[CH2:17][N:18]([C:22]([CH2:23][c:24]3[cH:25][cH:26][c:27]([O:30][C:31]([F:32])([F:33])[F:34])[cH:28][cH:29]3)=[O:35])[CH2:19][CH:20]2[OH:21])[n:11][c:12]([CH3:14])[cH:13]1.[NH2:1][N:2]1[CH2:3][CH2:4][CH2:5][CH2:6]1.[Na+:47].[O-:74][C:75]([CH3:76])=[O:77].[O-:78][C:79]([CH3:80])=[O:81].[Pd+2:73]>>[c:8]1([N:41]2[CH2:36][CH2:37][O:38][CH2:39][CH2:40]2)[cH:9][c:10]([NH:15][CH:16]2[CH2:17][N:18]([C:22]([CH2:23][c:24]3[cH:25][cH:26][c:27]([O:30][C:31]([F:32])([F:33])[F:34])[cH:28][cH:29]3)=[O:35])[CH2:19][CH:20]2[OH:21])[n:11][c:12]([CH3:14])[cH:13]1. Reaction SMILES: Cl[C:2]([C:13]1[CH:18]=[CH:17][C:16]([C:19]([CH3:22])([CH3:21])[CH3:20])=[CH:15][CH:14]=1)([O:6][CH:7]1[CH2:12][CH2:11][CH2:10][CH2:9][O:8]1)[CH2:3][CH2:4][CH3:5].[OH:23][N:24]=[C:25]1[CH2:30][CH2:29][NH:28][CH2:27][CH2:26]1.C(=O)([O-])[O-].[Na+].[Na+]>C(O)C>[C:19]([C:16]1[CH:17]=[CH:18][C:13]([CH:2]([O:6][CH:7]2[CH2:12][CH2:11][CH2:10][CH2:9][O:8]2)[CH2:3][CH2:4][CH2:5][N:28]2[CH2:29][CH2:30][C:25](=[N:24][OH:23])[CH2:26][CH2:27]2)=[CH:14][CH:15]=1)([CH3:22])([CH3:21])[CH3:20] |f:2.3.4|. The reactants are ON=C1CCNCC1 (4-hydroxyimino piperidine), C([O-])([O-])=O.[Na+].[Na+] (sodium carbonate), ClC(CCC)(OC1OCCCC1)C1=CC=C(C=C1)C(C)(C)C (1-chloro 1-(4-tertbutylphenyl) 1-tetrahydro pyranyloxy butane). Yields the product C(C)(C)(C)C1=CC=C(C=C1)C(CCCN1CCC(CC1)=NO)OC1OCCCC1 (1-[(4-tertbutylphenyl) 4-tetrahydro pyranyloxybutyl] 4-hydroxyimino piperidine). Procedure details: 58.4 g of 1-chloro 1-(4-tertbutylphenyl) 1-tetrahydro pyranyloxy butane in 200 ml ethanol are heated to reflux under stirring with 20 g 4-hydroxyimino piperidine and 20 g sodium carbonate. After 20 hours reflux, the solution is concentrated to dryness then taken up with water, extracted with dried methylene chloride and concentrated to dryness under vacuum 70.5 g of pure compound are thus produced. It is recrystallized from methanol to recover 40 g of a solid having a melting point of 150°-151° ... The solvent is C(C)O (ethanol).